Dataset: the Open Reaction Database (ORD), a public repository of structured organic reaction records. Task: describe an organic reaction: reactants, conditions, products, and yield Reactants: CO, CC(C)(C)OC(=O)C1(c2ccc([N+](=O)[O-])cc2F)CC1, [Pd]. The product is CC(C)(C)OC(=O)C1(c2ccc(N)cc2F)CC1. Reaction SMILES: [CH3:22][OH:23].[F:1][c:2]1[c:3]([C:11]2([C:14](=[O:15])[O:16][C:17]([CH3:18])([CH3:19])[CH3:20])[CH2:12][CH2:13]2)[cH:4][cH:5][c:6]([N+:8]([O-:9])=[O:10])[cH:7]1.[Pd:21]>>[F:1][c:2]1[c:3]([C:11]2([C:14](=[O:15])[O:16][C:17]([CH3:18])([CH3:19])[CH3:20])[CH2:12][CH2:13]2)[cH:4][cH:5][c:6]([NH2:8])[cH:7]1. Starting materials: CN(C)c1ccncc1, COc1cc2nccc(Cl)c2cc1OC, CCOC(=O)c1ccc(Cl)cc1O, Clc1ccccc1Cl. Yields the product CCOC(=O)c1ccc(Cl)cc1Oc1ccnc2cc(OC)c(OC)cc12. RXN SMILES: [CH3:29][N:30]([CH3:31])[c:32]1[cH:33][cH:34][n:35][cH:36][cH:37]1.[Cl:14][c:15]1[cH:16][cH:17][n:18][c:19]2[cH:20][c:21]([O:27][CH3:28])[c:22]([O:25][CH3:26])[cH:23][c:24]12.[Cl:1][c:2]1[cH:3][c:4]([OH:13])[c:5]([C:6](=[O:7])[O:8][CH2:9][CH3:10])[cH:11][cH:12]1.[Cl:38][c:39]1[cH:40][cH:41][cH:42][cH:43][c:44]1[Cl:45]>>[Cl:1][c:2]1[cH:3][c:4]([O:13][c:15]2[cH:16][cH:17][n:18][c:19]3[cH:20][c:21]([O:27][CH3:28])[c:22]([O:25][CH3:26])[cH:23][c:24]23)[c:5]([C:6](=[O:7])[O:8][CH2:9][CH3:10])[cH:11][cH:12]1. Reactants: Nc1ccccc1CO, O=C1c2ccccc2C(=O)N1O. Yields the product NOCc1ccccc1N. Reaction SMILES: [NH2:1][c:2]1[c:3]([CH2:4][OH:5])[cH:6][cH:7][cH:8][cH:9]1.[OH:10][N:11]1[C:12](=[O:13])[c:14]2[cH:15][cH:16][cH:17][cH:18][c:19]2[C:20]1=[O:21]>>[NH2:1][c:2]1[c:3]([CH2:4][O:5][NH2:11])[cH:6][cH:7][cH:8][cH:9]1. Starting materials: CC(C)C1=C(N=CO1)C(=O)OC (methyl 5-(1-methylethyl)-1,3-oxazole-4-carboxylate), [OH-].[Na+] (sodium hydroxide). Run in CO (methanol). Run at temperature 20 celsius, time 18 hour. The product is CC(C)C1=C(N=CO1)C(=O)O (5-(1-Methylethyl)-1,3-oxazole-4-carboxylic acid). Isolated yield 89.2%. Reaction SMILES: [CH3:1][CH:2]([C:4]1[O:8][CH:7]=[N:6][C:5]=1[C:9]([O:11]C)=[O:10])[CH3:3].[OH-].[Na+]>CO>[CH3:3][CH:2]([C:4]1[O:8][CH:7]=[N:6][C:5]=1[C:9]([OH:11])=[O:10])[CH3:1] |f:1.2|. Procedure details: To a solution of methyl 5-(1-methylethyl)-1,3-oxazole-4-carboxylate (0.55 g) in methanol (10 ml) was added sodium hydroxide (10 ml) and the mixture stirred at 20° C. for 18 h. The solvent was removed in vacuo and the residue dissolved in water (10 ml) then acidified using 2M hydrochloric acid. The mixture was concentrated until precipitation commenced when the mixture was extracted with ethyl acetate, dried over sodium sulphate and evaporated to give the title compound (0.45 g) as a yellow solid... Starting materials: [OH-].[Na+] (Sodium hydroxide), ClC=1C=C(C=CC1OC(C)C)C1=NC(=NO1)C=1C=C2C=C(N(C2=CC1)C)CCC(=O)OCC (ethyl 3-[5-(5-{3-chloro-4-[(1-methylethyl)oxy]phenyl}-1,2,4-oxadiazol-3-yl)-1-methyl-1H-indol-2-yl]propanoate), Cl (HCl). Run in C1CCOC1 (THF), C(C)(C)O (isopropanol), O (water). Reaction conditions: time 8 hour. Product: ClC=1C=C(C=CC1OC(C)C)C1=NC(=NO1)C=1C=C2C=C(N(C2=CC1)C)CCC(=O)O (3-[5-(5-{3-chloro-4-[(1-methylethyl)oxy]phenyl}-1,2,4-oxadiazol-3-yl)-1-methyl-1H-indol-2-yl]propanoic acid). The yield is 1.6%. Reaction SMILES: [OH-].[Na+].[Cl:3][C:4]1[CH:5]=[C:6]([C:14]2[O:18][N:17]=[C:16]([C:19]3[CH:20]=[C:21]4[C:25](=[CH:26][CH:27]=3)[N:24]([CH3:28])[C:23]([CH2:29][CH2:30][C:31]([O:33]CC)=[O:32])=[CH:22]4)[N:15]=2)[CH:7]=[CH:8][C:9]=1[O:10][CH:11]([CH3:13])[CH3:12].Cl>C1COCC1.C(O)(C)C.O>[Cl:3][C:4]1[CH:5]=[C:6]([C:14]2[O:18][N:17]=[C:16]([C:19]3[CH:20]=[C:21]4[C:25](=[CH:26][CH:27]=3)[N:24]([CH3:28])[C:23]([CH2:29][CH2:30][C:31]([OH:33])=[O:32])=[CH:22]4)[N:15]=2)[CH:7]=[CH:8][C:9]=1[O:10][CH:11]([CH3:13])[CH3:12] |f:0.1|. Reported procedure: Sodium hydroxide (57 mg) was added to a solution of ethyl 3-[5-(5-{3-chloro-4-[(1-methylethyl)oxy]phenyl}-1,2,4-oxadiazol-3-yl)-1-methyl-1H-indol-2-yl]propanoate (E113) (67 mg) in THF (5 mL), isopropanol (5 mL) and water (2.5 mL). The reaction mixture was stirred at room temperature overnight. The mixture was neutralized with 2 M HCl till pH ˜6.0. The solvent was concentrated, and the residue was dissolved in water. The precipitated solid was purified by Mass Directed Auto Prep to afford 3-[5-(5...